This data is from the Open Reaction Database (ORD), a public repository of structured organic reaction records. The task is: describe an organic reaction: reactants, conditions, products, and yield The reactants are Cl (hydrochloric acid), S(=O)(=O)([O-])S(=O)[O-].[Na+].[Na+] (Sodium metabisulphite), C(=O)(OC)COC1=CC=C(C=C1)CC(C)=NO (1-(4-carbomethoxymethoxyphenyl)propan-2-one oxime). The solvent is O (water), CO (methanol). Product: C(=O)(OC)COC1=CC=C(C=C1)CC(C)=O (1-(4-Carbomethoxymethoxyphenyl)propan-2-one). RXN SMILES: S(S([O-])=O)([O-])(=O)=[O:2].[Na+].[Na+].[C:10]([CH2:14][O:15][C:16]1[CH:21]=[CH:20][C:19]([CH2:22][C:23](=NO)[CH3:24])=[CH:18][CH:17]=1)([O:12][CH3:13])=[O:11].Cl>O.CO>[C:10]([CH2:14][O:15][C:16]1[CH:21]=[CH:20][C:19]([CH2:22][C:23](=[O:2])[CH3:24])=[CH:18][CH:17]=1)([O:12][CH3:13])=[O:11] |f:0.1.2|. Procedure details: Sodium metabisulphite (26 g) in water (60 ml) was added to 1-(4-carbomethoxymethoxyphenyl)propan-2-one oxime (7.5 g) in methanol (50 ml) and the mixture refluxed for 6 hours. The reaction mixture was cooled, concentrated hydrochloric acid (30 ml) added and the mixture extracted with ethyl acetate. The combined ethyl acetate extracts were washed with water followed by sodium bicarbonate solution. The ethyl acetate layer was dried (MgSO4) and evaporated to give the title compound as an oil which c... The reactants are CCOC(C)=O, COc1nc(Cl)nc(Nc2ccc(-n3cnc(C)c3)c(OC)c2)n1, Oc1ccc(Cl)cc1Cl. Yields the product COc1nc(Nc2ccc(-n3cnc(C)c3)c(OC)c2)nc(Oc2ccc(Cl)cc2Cl)n1. Reaction SMILES: [CH3:34][CH2:35][O:36][C:37](=[O:38])[CH3:39].[Cl:1][c:2]1[n:3][c:4]([NH:10][c:11]2[cH:12][c:13]([O:23][CH3:24])[c:14](-[n:17]3[cH:18][n:19][c:20]([CH3:22])[cH:21]3)[cH:15][cH:16]2)[n:5][c:6]([O:8][CH3:9])[n:7]1.[OH:25][c:26]1[cH:27][cH:28][c:29]([Cl:30])[cH:31][c:32]1[Cl:33]>>[c:2]1([O:25][c:26]2[cH:27][cH:28][c:29]([Cl:30])[cH:31][c:32]2[Cl:33])[n:3][c:4]([NH:10][c:11]2[cH:12][c:13]([O:23][CH3:24])[c:14](-[n:17]3[cH:18][n:19][c:20]([CH3:22])[cH:21]3)[cH:15][cH:16]2)[n:5][c:6]([O:8][CH3:9])[n:7]1. Starting materials: COC(=O)C=1C=CC2=C(C(OC(O2)(F)F)(F)F)C1 (2,2,4,4-tetrafluoro-4H-benzo[1,3]dioxine-6-carboxylic acid methyl ester), [H-].[H-].[H-].[H-].[Li+].[Al+3] (LAH), O (water), [OH-].[Na+] (NaOH). The solvent is C1CCOC1 (THF), C1CCOC1 (THF). Reaction conditions: temperature 0 celsius, time 1 hour. Yields the product FC1(OC2=C(C(O1)(F)F)C=C(C=C2)CO)F ((2,2,4,4-tetrafluoro-4H-benzo[1,3]dioxin-6-yl)-methanol). Isolated yield 96.8%. RXN SMILES: [H-].[H-].[H-].[H-].[Li+].[Al+3].C[O:8][C:9]([C:11]1[CH:12]=[CH:13][C:14]2[O:19][C:18]([F:21])([F:20])[O:17][C:16]([F:23])([F:22])[C:15]=2[CH:24]=1)=O.O.[OH-].[Na+]>C1COCC1>[F:21][C:18]1([F:20])[O:17][C:16]([F:22])([F:23])[C:15]2[CH:24]=[C:11]([CH2:9][OH:8])[CH:12]=[CH:13][C:14]=2[O:19]1 |f:0.1.2.3.4.5,8.9|. Procedure: To a suspension of LAH (2.14 g, 56.4 mmol) in dry THF (200 mL) was added dropwise a solution of 2,2,4,4-tetrafluoro-4H-benzo[1,3]dioxine-6-carboxylic acid methyl ester (7.50 g, 28.2 mmol) in dry THF (50 mL) at 0° C. After being stirred at 0° C. for 1 h, the reaction mixture was treated with water (2.14 g) and 10% NaOH (2.14 mL). The slurry was filtered and washed with THF. The combined filtrates were evaporated to dryness to give the crude (2,2,4,4-tetrafluoro-4H-benzo[1,3]dioxin-6-yl)-methanol ... Reactants: O (water), C(C)(C)(C)OC(=O)NC1CNCCC1 (3-tert.-butyloxycarbonylamino-piperidine), OC1=C(C=CC=C1)C(CN1C(=O)N(C=2N=C(N(C2C1=O)CC=C(C)C)Cl)C)=O (1-[2-(2-hydroxy-phenyl)-2-oxo-ethyl]-3-methyl-7-(3-methyl-2-buten-1-yl)-8-chloro-xanthine), C([O-])([O-])=O.[Na+].[Na+] (sodium carbonate). The solvent is CS(=O)C (dimethylsulphoxide). Reaction conditions: temperature 60 celsius, time 18 hour. Yields the product OC1=C(C=CC=C1)C(CN1C(=O)N(C=2N=C(N(C2C1=O)CC=C(C)C)N1CC(CCC1)NC(=O)OC(C)(C)C)C)=O (1-[2-(2-hydroxy-phenyl)-2-oxo-ethyl]-3-methyl-7-(3-methyl-2-buten-1-yl)-8-[3-(tert.-butyloxycarbonylamino)-piperidin-1-yl]-xanthine). Reaction SMILES: [C:1]([O:5][C:6]([NH:8][CH:9]1[CH2:14][CH2:13][CH2:12][NH:11][CH2:10]1)=[O:7])([CH3:4])([CH3:3])[CH3:2].[OH:15][C:16]1[CH:21]=[CH:20][CH:19]=[CH:18][C:17]=1[C:22](=[O:42])[CH2:23][N:24]1[C:33](=[O:34])[C:32]2[N:31]([CH2:35][CH:36]=[C:37]([CH3:39])[CH3:38])[C:30](Cl)=[N:29][C:28]=2[N:27]([CH3:41])[C:25]1=[O:26].C(=O)([O-])[O-].[Na+].[Na+].O>CS(C)=O>[OH:15][C:16]1[CH:21]=[CH:20][CH:19]=[CH:18][C:17]=1[C:22](=[O:42])[CH2:23][N:24]1[C:33](=[O:34])[C:32]2[N:31]([CH2:35][CH:36]=[C:37]([CH3:38])[CH3:39])[C:30]([N:11]3[CH2:12][CH2:13][CH2:14][CH:9]([NH:8][C:6]([O:5][C:1]([CH3:4])([CH3:2])[CH3:3])=[O:7])[CH2:10]3)=[N:29][C:28]=2[N:27]([CH3:41])[C:25]1=[O:26] |f:2.3.4|. Procedure: 1.30 g of 3-tert.-butyloxycarbonylamino-piperidine are added to a mixture of 2.51 g of 1-[2-(2-hydroxy-phenyl)-2-oxo-ethyl]-3-methyl-7-(3-methyl-2-buten-1-yl)-8-chloro-xanthine and 880 mg of sodium carbonate in 8 ml of dimethylsulphoxide. The reaction mixture is stirred for 18 hours at 60° C. For working up it is combined with water and the precipitate formed is suction filtered. The solid crude product is dissolved in ethyl acetate, the solution is dried over magnesium sulphate and evaporated d... The reactants are COC1=CC=C(C=C1)[C@H]1C[C@@H](N(C[C@@H]1OCC=1C=CC2=C(N(CCO2)CCCOC)C1)S(=O)(=O)C1=CC=C(C=C1)C)CCC(C)=O (4-[(2S,4R,5R)-4-(4-methoxy-phenyl)-5-[4-(3-methoxy-propyl)-3,4-dihydro-2H-benzo[1,4]oxazin-6-ylmethoxy]-1-(toluene-4-sulfonyl)-piperidin-2-yl]-butan-2-one), C[Mg]Br (methylmagnesium bromide). The product is COC1=CC=C(C=C1)[C@H]1C[C@@H](N(C[C@@H]1OCC=1C=CC2=C(N(CCO2)CCCOC)C1)S(=O)(=O)C1=CC=C(C=C1)C)CCC(C)(O)C (4-[(2S,4R,5R)-4-(4-Methoxy-phenyl)-5-[4-(3-methoxy-propyl)-3,4-dihydro-2H-benzo[1,4]oxazin-6-ylmethoxy]-1-(toluene-4-sulfonyl)-piperidin-2-yl]-2-methyl-butan-2-ol). Reaction SMILES: [CH3:1][O:2][C:3]1[CH:8]=[CH:7][C:6]([C@@H:9]2[C@@H:14]([O:15][CH2:16][C:17]3[CH:18]=[CH:19][C:20]4[O:25][CH2:24][CH2:23][N:22]([CH2:26][CH2:27][CH2:28][O:29][CH3:30])[C:21]=4[CH:31]=3)[CH2:13][N:12]([S:32]([C:35]3[CH:40]=[CH:39][C:38]([CH3:41])=[CH:37][CH:36]=3)(=[O:34])=[O:33])[C@@H:11]([CH2:42][CH2:43][C:44](=[O:46])[CH3:45])[CH2:10]2)=[CH:5][CH:4]=1.[CH3:47][Mg]Br>>[CH3:1][O:2][C:3]1[CH:8]=[CH:7][C:6]([C@@H:9]2[C@@H:14]([O:15][CH2:16][C:17]3[CH:18]=[CH:19][C:20]4[O:25][CH2:24][CH2:23][N:22]([CH2:26][CH2:27][CH2:28][O:29][CH3:30])[C:21]=4[CH:31]=3)[CH2:13][N:12]([S:32]([C:35]3[CH:40]=[CH:39][C:38]([CH3:41])=[CH:37][CH:36]=3)(=[O:34])=[O:33])[C@@H:11]([CH2:42][CH2:43][C:44]([CH3:47])([OH:46])[CH3:45])[CH2:10]2)=[CH:5][CH:4]=1. Reported procedure: Similar to example 29b, 200 mg of 4-[(2S,4R,5R)-4-(4-methoxy-phenyl)-5-[4-(3-methoxy-propyl)-3,4-dihydro-2H-benzo[1,4]oxazin-6-ylmethoxy]-1-(toluene-4-sulfonyl)-piperidin-2-yl]-butan-2-one and 0.5 ml of methylmagnesium bromide (1N solution in tetrahydrofuran) are used to afford the title compound as a beige oil. Rf=0.12 (EtOAc-heptane 1:1); Rt=5.14. Reactants: COC(C1=C(C=CC=C1)NC(=O)OC\C=C\C1=CC=CC=C1)=O (Methyl-2-((E)-3-phenyl-allyloxycarbonylamino)-benzoate), [Li+].[OH-] (LiOH), CCOC(=O)C (EtOAc). The reagents and catalysts are C1CCOC1 (THF). The solvent is CO (methanol), Pet ether. Run at time 40 minute. Product: C1(=CC=CC=C1)/C=C/COC(=O)NC1=C(C(=O)O)C=CC=C1 (2-((E)-3-phenyl-allyloxycarbonylamino)-benzoic acid). Reaction SMILES: C[O:2][C:3](=[O:23])[C:4]1[CH:9]=[CH:8][CH:7]=[CH:6][C:5]=1[NH:10][C:11]([O:13][CH2:14]/[CH:15]=[CH:16]/[C:17]1[CH:22]=[CH:21][CH:20]=[CH:19][CH:18]=1)=[O:12].[Li+].[OH-].CCOC(C)=O>CO.C1COCC1>[C:17]1(/[CH:16]=[CH:15]/[CH2:14][O:13][C:11]([NH:10][C:5]2[CH:6]=[CH:7][CH:8]=[CH:9][C:4]=2[C:3]([OH:23])=[O:2])=[O:12])[CH:22]=[CH:21][CH:20]=[CH:19][CH:18]=1 |f:1.2|. Reported procedure: Compound 72 (7.989 g, 26 mmol) was dissolved in aqueous methanol (3:1, 1200 mL) with THF (2-3 drops) to aid solubility. A solution of LiOH (3.12 g, 130 mmol) was added as a solid to the stirring reaction mixture at 0° C. and stirred for 40 minutes. The reaction was allowed to return to room temperature and stirred for 16 hours, at which time TLC (70% Pet ether:EtOAc) revealed complete reaction. Excess methanol and THF were evaporated in vacuo and the remaining solution acidified to pH 2 with con... Starting materials: BrC=1C=NC=C(C(=O)OCC)C1 (ethyl 5-bromonicotinate), solution, C[Mg]Br (methylmagnesium bromide), P(=O)([O-])([O-])[O-].[Na+].[Na+].[Na+] (sodium phosphate). Run in CCOCC (ether). Product: C(C)(=O)C=1C=NC=C(C1)Br (3-acetyl-5-bromopyridine). RXN SMILES: [Br:1][C:2]1[CH:3]=[N:4][CH:5]=[C:6]([CH:12]=1)[C:7]([O:9]CC)=O.[CH3:13][Mg]Br.P([O-])([O-])([O-])=O.[Na+].[Na+].[Na+]>CCOCC>[C:7]([C:6]1[CH:5]=[N:4][CH:3]=[C:2]([Br:1])[CH:12]=1)(=[O:9])[CH3:13] |f:2.3.4.5|. Reported procedure: To a solution of ethyl 5-bromonicotinate (3.9 g, 16.9 mmol) in ether (50 ml) at 0° C. was added a 3M solution of methylmagnesium bromide (16.9 ml, 50.8 mmol). The resulting thick slurry was warmed slowly to room temperature and after 1.5 hours it was poured slowly into an excess of 1M aqueous monobasic sodium phosphate. The mixture was partitioned between ether and water and the product from the organic phase was chromatographed on silica gel, eluting with a 1:1:2 mixture of ether, pentane and a...